The task is: describe an organic reaction: reactants, conditions, products, and yield. This data is from the Open Reaction Database (ORD), a public repository of structured organic reaction records. Reaction SMILES: [C:12]([O-:13])(=[O:14])[O-:15].[C:1](#[N:2])[c:3]1[cH:4][c:5]([F:11])[c:6]([CH:7]=[O:8])[cH:9][cH:10]1.[CH3:18][N:19]([CH3:20])[CH:21]=[O:22].[K+:16].[K+:17].[OH2:23]>>[C:1](#[N:2])[c:3]1[cH:4][c:5]([OH:13])[c:6]([CH:7]=[O:8])[cH:9][cH:10]1. The product is N#Cc1ccc(C=O)c(O)c1. Reactants: O=C([O-])[O-], N#Cc1ccc(C=O)c(F)c1, CN(C)C=O, [K+], [K+], O. Reactants: C1(=CC=CC=C1)SC (thioanisole), [Al+3].[Cl-].[Cl-].[Cl-] (AlCl3), CC(C(=O)Cl)CC (2-methylbutanoyl chloride), ice, ice water. The solvent is C(Cl)(Cl)Cl (CHCl3). Conditions: time 2 hour. Product: CC(C(=O)C1=CC=C(C=C1)SC)CC (2-methyl-1-[4-(methylthio)phenyl]-1-butanone). As a reaction SMILES: [Al+3].[Cl-].[Cl-].[Cl-].[CH3:5][CH:6]([CH2:10][CH3:11])[C:7](Cl)=[O:8].[C:12]1([S:18][CH3:19])[CH:17]=[CH:16][CH:15]=[CH:14][CH:13]=1>C(Cl)(Cl)Cl>[CH3:5][CH:6]([CH2:10][CH3:11])[C:7]([C:15]1[CH:16]=[CH:17][C:12]([S:18][CH3:19])=[CH:13][CH:14]=1)=[O:8] |f:0.1.2.3|. Procedure: A 500 mL RBF equipped with a mechanical stirrer was charged with AlCl3 (35.4 g) and CHCl3 (300 mL) and cooled in an ice bath. Then 2-methylbutanoyl chloride (31.4 g) was added over 0.5 h to the ice-cold suspension. Keeping the internal temperature <10° C., thioanisole (31.2 mL) was added dropwise over 1 h. After completion of addition, the resulting mixture was stirred at r.t. for 2 h. The resulting suspension was poured onto an ice-water mixture and stirred until decoloraton. The organic layer ... Reactants: [Li+].C[Si](C)(C)[N-][Si](C)(C)C (LiHMDS), NC1=CC=CC=C1 (aniline), ClC1=C(C=CC(=C1F)[N+](=O)[O-])F (2-chloro-1,3-difluoro-4-nitrobenzene). Solvent: C1CCOC1 (THF), C1CCOC1 (THF). Reaction conditions: temperature -78 celsius, time 10 minute. Yields the product ClC1=C(C(=CC=C1F)[N+](=O)[O-])NC1=CC=CC=C1 ((2-Chloro-3-fluoro-6-nitrophenyl)phenylamine). Isolated yield 92.8%. As a reaction SMILES: [Li+].C[Si]([N-][Si](C)(C)C)(C)C.[NH2:11][C:12]1[CH:17]=[CH:16][CH:15]=[CH:14][CH:13]=1.[Cl:18][C:19]1[C:24](F)=[C:23]([N+:26]([O-:28])=[O:27])[CH:22]=[CH:21][C:20]=1[F:29]>C1COCC1>[Cl:18][C:19]1[C:20]([F:29])=[CH:21][CH:22]=[C:23]([N+:26]([O-:28])=[O:27])[C:24]=1[NH:11][C:12]1[CH:17]=[CH:16][CH:15]=[CH:14][CH:13]=1 |f:0.1|. Reported procedure: LiHMDS (1.0M in THF, 10.3 mL, 10.3 mmol) was added dropwise to a stirred solution of aniline (505 mg, 5.43 mmol) in anhydrous THF (10 mL) under a nitrogen atmosphere at −78° C. After 10 min stirring at −78° C., a solution of 2-chloro-1,3-difluoro-4-nitrobenzene (1.0 g, 5.17 mmol) in THF (5 mL) was added and stirring at −78° C. was continued for 30 min. The reaction mixture was quenched by addition of water then extracted with EtOAc (×3). The combined organic fractions were washed with brine, dri... The reactants are C1CO1 (ethylene oxide), OC1=CC=C(C=C1)C(C)(C)C1=CC=C(C=C1)O (bisphenol A), C1C(C)O1 (propylene oxide), OC1=CC=C(C=C1)C(C)(C)C1=CC=C(C=C1)O (bisphenol A), C(C1=CC=C(C(=O)O)C=C1)(=O)O (terephthalic acid), trimellitic anhydride, C(CCC)[Sn](CCCC)=O (dibutyltin oxide). Yields the product C(=CC1=CC=CC=C1)C=CC(=O)O (Styrene-Acrylic Acid). As a reaction SMILES: C1[O:3]C1.O[C:5]1[CH:10]=[CH:9][C:8]([C:11]([C:14]2[CH:19]=[CH:18][C:17]([OH:20])=CC=2)(C)C)=[CH:7][CH:6]=1.C1OC1C.C(O)(=O)C1C=CC(C(O)=O)=CC=1.C([Sn](=O)CCCC)CCC>>[CH:14]([CH:19]=[CH:18][C:17]([OH:20])=[O:3])=[CH:11][C:8]1[CH:7]=[CH:6][CH:5]=[CH:10][CH:9]=1. Procedure: In a reaction vessel equipped with a condenser, a stirrer and a nitrogen inlet tube, 682 parts of ethylene oxide 2 mol adduct of bisphenol A, 81 parts of propylene oxide 2 mol adduct of bisphenol A, 283 parts of terephthalic acid, 22 parts of trimellitic anhydride, and 2 parts of dibutyltin oxide were added. The mixture was subjected to a reaction for 8 hours at 230° C. under normal pressure, and subsequently reacted for 5 hours under a reduced pressure of from 10 mmHg to 15 mmHg. Thus [Intermed... The reactants are O(C1=CC=CC=C1)C1=CC=C(OCCO)C=C1 (2-(4-Phenoxy-phenoxy)-ethanol), C1(=CC=CC=C1)P(C1=CC=CC=C1)C1=CC=CC=C1 (triphenylphosphine), BrN1C(CCC1=O)=O (N-Bromosuccinimide). Solvent: ClCCl (dichloromethane). Conditions: temperature 0 celsius, time 30 minute. Yields the product BrCCOC1=CC=C(C=C1)OC1=CC=CC=C1 (1-(2-Bromo-ethoxy)-4-phenoxy-benzene). The yield is 89.3%. RXN SMILES: [O:1]([C:8]1[CH:17]=[CH:16][C:11]([O:12][CH2:13][CH2:14]O)=[CH:10][CH:9]=1)[C:2]1[CH:7]=[CH:6][CH:5]=[CH:4][CH:3]=1.C1(P(C2C=CC=CC=2)C2C=CC=CC=2)C=CC=CC=1.[Br:37]N1C(=O)CCC1=O>ClCCl>[Br:37][CH2:14][CH2:13][O:12][C:11]1[CH:16]=[CH:17][C:8]([O:1][C:2]2[CH:7]=[CH:6][CH:5]=[CH:4][CH:3]=2)=[CH:9][CH:10]=1. Procedure: To a solution of 2-(4-Phenoxy-phenoxy)-ethanol (2.2 g, 9.55 mmol), triphenylphosphine (2.76 g, 10.5 mmol), and dichloromethane (DCM) (36.7 mL) after stirring at 0° C., was added N-Bromosuccinimide (1.87 g, 10.5 mmol). The resulting mixture was stirred at 0° C. for 30 minutes and then at room temperature for 30 minutes. Reaction mixture was concentrated in vacuo to obtain the crude mixture, which was purified by of silica gel flash chromatography, using EtOAc/hexane (gradient system), to obtain t... Starting materials: C1CCOC1, COC(=O)c1ccc(CNS(=O)(=O)N(C)C)cc1, Cl, [K+], [OH-]. Product: CN(C)S(=O)(=O)NCc1ccc(C(=O)O)cc1. As a reaction SMILES: [CH2:22]1[O:23][CH2:24][CH2:25][CH2:26]1.[CH3:1][N:2]([S:3](=[O:4])(=[O:5])[NH:6][CH2:7][c:8]1[cH:9][cH:10][c:11]([C:12](=[O:13])[O:14][CH3:15])[cH:16][cH:17]1)[CH3:18].[ClH:21].[K+:20].[OH-:19]>>[CH3:1][N:2]([S:3](=[O:4])(=[O:5])[NH:6][CH2:7][c:8]1[cH:9][cH:10][c:11]([C:12](=[O:13])[OH:14])[cH:16][cH:17]1)[CH3:18]. Starting materials: BrC1=C(C=CC=C1)CC(=O)O (2-bromophenylacetic acid), [N+](=O)([O-])C=1C=C(C=CC1)O (3-nitrophenol), C([O-])([O-])=O.[K+].[K+] (potassium carbonate), cuprous chloride, Cl (hydrochloric acid), S(O)(O)(=O)=O (sulphuric acid). The solvent is O (water), CO (methanol). Reaction conditions: temperature 130 celsius, time 6 hour. Product: [N+](=O)([O-])C=1C=C(OC2=C(C=CC=C2)CC(=O)OC)C=CC1 (methyl 2-(3-nitrophenoxy)phenylacetate). Yield: 58.3%. Reaction SMILES: Br[C:2]1[CH:7]=[CH:6][CH:5]=[CH:4][C:3]=1[CH2:8][C:9]([OH:11])=[O:10].[N+:12]([C:15]1[CH:16]=[C:17]([OH:21])[CH:18]=[CH:19][CH:20]=1)([O-:14])=[O:13].[C:22](=O)([O-])[O-].[K+].[K+].Cl.S(=O)(=O)(O)O>CO.O>[N+:12]([C:15]1[CH:16]=[C:17]([CH:18]=[CH:19][CH:20]=1)[O:21][C:2]1[CH:7]=[CH:6][CH:5]=[CH:4][C:3]=1[CH2:8][C:9]([O:11][CH3:22])=[O:10])([O-:14])=[O:13] |f:2.3.4|. Reported procedure: A mixture of 2-bromophenylacetic acid (21.5 g), 3-nitrophenol (29.2 g), potassium carbonate (27.6 g) and cuprous chloride (0.5 g) was heated with stirring at 130° C. for 6 hours. After cooling, the mixture was poured into water (500 ml), acidified with concentrated hydrochloric acid and extracted with ethyl acetate (3×200 ml). The extracts were dried, filtered and concentrated to give a dark oil. The oil was dissolved in methanol (400 ml) containing concentrated sulphuric acid (4 ml) and the res... Starting materials: C(C)(=O)NC=1C(=C2C=C(C(NC2=NC1C)=O)C(=O)OCC)C (Ethyl 6-acetamido-5,7-dimethyl-1,8-naphthyridin-2(1H)-one-3-carboxylate), product, [OH-].[K+] (potassium hydroxide), C(C)(=O)O (acetic acid). Solvent: O (water). Product: C(C)(=O)NC=1C(=C2C=C(C(NC2=NC1C)=O)C(=O)O)C (6-Acetamido-5,7-dimethyl-1,8-naphthyridin-2(1H)-one-3-carboxylic acid). RXN SMILES: [C:1]([NH:4][C:5]1[C:6]([CH3:22])=[C:7]2[C:12](=[N:13][C:14]=1[CH3:15])[NH:11][C:10](=[O:16])[C:9]([C:17]([O:19]CC)=[O:18])=[CH:8]2)(=[O:3])[CH3:2].[OH-].[K+].C(O)(=O)C>O>[C:1]([NH:4][C:5]1[C:6]([CH3:22])=[C:7]2[C:12](=[N:13][C:14]=1[CH3:15])[NH:11][C:10](=[O:16])[C:9]([C:17]([OH:19])=[O:18])=[CH:8]2)(=[O:3])[CH3:2] |f:1.2|. Procedure details: Ethyl 6-acetamido-5,7-dimethyl-1,8-naphthyridin-2(1H)-one-3-carboxylate (321 mg., 1 mmole), prepared as described in Example 28, is dissolved in water (2 ml.) to which has been added 40% w/w potassium hydroxide solution (0.28 ml.) and the clear solution heated on a steam bath for 2 hours. The solution is cooled and acidified to pH 5.5 with dilute acetic acid giving initially a gelatinous precipitate which becomes denser and more crystalline on standing at ambient temperature. The product is coll... The reactants are C(C)N(C1=CC=C(C(=O)OCC)C=C1)C1=CC=2C(=CCC(C2C=C1OCCCCCC)(C)C)C (ethyl 4-[ethyl-(3-n-hexyloxy-5,5,8-trimethyl-5,6-dihydronaphthalen-2-yl)amino]benzoate), C(C)N(C1=CC=C(C(=O)OCC)C=C1)C1=CC=2C(=CCC(C2C=C1OCCCCCC)(C)C)C (ethyl 4-[ethyl-(3-n-hexyloxy-5,5,8-trimethyl-5,6-dihydronaphthalen-2-yl)amino]benzoate), [OH-].[K+] (KOH). Yields the product C(C)N(C1=CC=C(C(=O)O)C=C1)C1=CC=2C(=CCC(C2C=C1OCCCCCC)(C)C)C (4-[Ethyl-(3-n-hexyloxy-5,5,8-trimethyl-5,6-dihydronaphthalen-2-yl)amino]benzoic Acid). The yield is 26.5%. As a reaction SMILES: [CH2:1]([N:3]([C:15]1[C:24]([O:25][CH2:26][CH2:27][CH2:28][CH2:29][CH2:30][CH3:31])=[CH:23][C:22]2[C:21]([CH3:33])([CH3:32])[CH2:20][CH:19]=[C:18]([CH3:34])[C:17]=2[CH:16]=1)[C:4]1[CH:14]=[CH:13][C:7]([C:8]([O:10]CC)=[O:9])=[CH:6][CH:5]=1)[CH3:2].[OH-].[K+]>>[CH2:1]([N:3]([C:15]1[C:24]([O:25][CH2:26][CH2:27][CH2:28][CH2:29][CH2:30][CH3:31])=[CH:23][C:22]2[C:21]([CH3:32])([CH3:33])[CH2:20][CH:19]=[C:18]([CH3:34])[C:17]=2[CH:16]=1)[C:4]1[CH:14]=[CH:13][C:7]([C:8]([OH:10])=[O:9])=[CH:6][CH:5]=1)[CH3:2] |f:1.2|. Reported procedure: Following General Procedure E ethyl 4-[ethyl-(3-n-hexyloxy-5,5,8-trimethyl-5,6-dihydronaphthalen-2-yl)amino]benzoate (Compound 125, 0.036 g, 0.078 mmol) was saponified with KOH to give 0.0090 g (27%) of the title compound as a yellow oil. Starting materials: COCCl (chloromethyl methyl ether), Cl (hydrochloric acid), [H-].[Na+] (Sodium hydride), OC1=CC=C(C=C1)N1N=C(C=C1C1=CC=C(C=C1)S(=O)(=O)C)C(F)(F)F (1-(4-hydroxyphenyl)-5-[4-(methylsulfonyl)phenyl]-3-(trifluoromethyl)pyrazole). Solvent: CN(C=O)C (N,N-dimethylformamide), CN(C=O)C (N,N-dimethylformamide). Run at time 30 minute. The product is COCOC1=CC=C(C=C1)N1N=C(C=C1C1=CC=C(C=C1)S(=O)(=O)C)C(F)(F)F (1-[4-(methoxymethoxy)phenyl]-5-[4-(methylsulfonyl)phenyl]-3-(trifluoromethyl)pyrazole). Isolated yield 77.7%. As a reaction SMILES: [H-].[Na+].[OH:3][C:4]1[CH:9]=[CH:8][C:7]([N:10]2[C:14]([C:15]3[CH:20]=[CH:19][C:18]([S:21]([CH3:24])(=[O:23])=[O:22])=[CH:17][CH:16]=3)=[CH:13][C:12]([C:25]([F:28])([F:27])[F:26])=[N:11]2)=[CH:6][CH:5]=1.[CH3:29][O:30][CH2:31]Cl.Cl>CN(C)C=O>[CH3:29][O:30][CH2:31][O:3][C:4]1[CH:5]=[CH:6][C:7]([N:10]2[C:14]([C:15]3[CH:16]=[CH:17][C:18]([S:21]([CH3:24])(=[O:23])=[O:22])=[CH:19][CH:20]=3)=[CH:13][C:12]([C:25]([F:26])([F:27])[F:28])=[N:11]2)=[CH:8][CH:9]=1 |f:0.1|. Procedure details: Sodium hydride (0.17 g) was added to a solution of 1-(4-hydroxyphenyl)-5-[4-(methylsulfonyl)phenyl]-3-(trifluoromethyl)pyrazole (1.5 g) in N,N-dimethylformamide (15 ml) at 5° C. The mixture was stirred at ambient temperature for 30 minutes. To the mixture was added chloromethyl methyl ether (0.4 g) in N,N-dimethylformamide (2 ml) at 5° C. The obtained mixture was stirred at 5° C. for 2 hours and at ambient temperature for 1 hour, poured into a mixture of ice and dilute hydrochloric acid, and ext...